From a dataset of the Open Reaction Database (ORD), a public repository of structured organic reaction records. describe an organic reaction: reactants, conditions, products, and yield As a reaction SMILES: [CH2:1]([O:8][C:9]1[CH:14]=[CH:13][C:12]([CH2:15][CH2:16][CH2:17][CH2:18][OH:19])=[CH:11][CH:10]=1)[C:2]1[CH:7]=[CH:6][CH:5]=[CH:4][CH:3]=1.[CH3:20][S:21](Cl)(=[O:23])=[O:22]>C(OCC)(=O)C.C(N(CC)CC)C>[CH3:20][S:21]([O:19][CH2:18][CH2:17][CH2:16][CH2:15][C:12]1[CH:11]=[CH:10][C:9]([O:8][CH2:1][C:2]2[CH:3]=[CH:4][CH:5]=[CH:6][CH:7]=2)=[CH:14][CH:13]=1)(=[O:23])=[O:22]. Yields the product CS(=O)(=O)OCCCCC1=CC=C(C=C1)OCC1=CC=CC=C1 (4-[4-(benzyloxy)phenyl]butyl Methanesulfonate). Procedure details: To a solution of 4-(4-benzyloxyphenyl)butanol (10 g) in ethyl acetate (390 ml), triethylamine (8.16 ml) and methanesulfonyl chloride (4.53 ml) were added drop by drop under ice cooling. After stirring at the ice cooling temperature for 30 minutes and at room temperature for 1 hour, the reaction mixture was washed with ice water and saturated saline. After drying with anhydrous sodium sulfate, the solvent was distilled off under reduced pressure to yield the titled compound (14 g) as an oily subs... The solvent is C(C)(=O)OCC (ethyl acetate), C(C)N(CC)CC (triethylamine). Starting materials: C(C1=CC=CC=C1)OC1=CC=C(C=C1)CCCCO (4-(4-benzyloxyphenyl)butanol), CS(=O)(=O)Cl (methanesulfonyl chloride), ice.